Dataset: the Open Reaction Database (ORD), a public repository of structured organic reaction records. Task: describe an organic reaction: reactants, conditions, products, and yield The reactants are C, CO, CC(C)(C)OC(=O)Nc1cccc(Oc2ccc([N+](=O)[O-])nc2)c1, [Pd]. The product is CC(C)(C)OC(=O)Nc1cccc(Oc2ccc(N)nc2)c1. As a reaction SMILES: [C:25].[CH3:27][OH:28].[N+:1]([O-:2])(=[O:3])[c:4]1[cH:5][cH:6][c:7]([O:10][c:11]2[cH:12][c:13]([NH:17][C:18]([O:19][C:20]([CH3:21])([CH3:22])[CH3:23])=[O:24])[cH:14][cH:15][cH:16]2)[cH:8][n:9]1.[Pd:26]>>[NH2:1][c:4]1[cH:5][cH:6][c:7]([O:10][c:11]2[cH:12][c:13]([NH:17][C:18]([O:19][C:20]([CH3:21])([CH3:22])[CH3:23])=[O:24])[cH:14][cH:15][cH:16]2)[cH:8][n:9]1. Starting materials: [Li]CCCC, COc1ccc2c(c1[N+](=O)[O-])CCCC2=O, COc1cc(Br)cc(OC)c1OC. The product is COc1cc(C2(O)CCCc3c2ccc(OC)c3[N+](=O)[O-])cc(OC)c1OC. RXN SMILES: [CH2:1]([Li:2])[CH2:3][CH2:4][CH3:5].[CH3:19][O:20][c:21]1[c:22]([N+:32](=[O:33])[O-:34])[c:23]2[c:28]([cH:29][cH:30]1)[C:27](=[O:31])[CH2:26][CH2:25][CH2:24]2.[CH3:6][O:7][c:8]1[cH:9][c:10]([Br:18])[cH:11][c:12]([O:16][CH3:17])[c:13]1[O:14][CH3:15]>>[CH3:6][O:7][c:8]1[cH:9][c:10]([C:27]2([OH:31])[CH2:26][CH2:25][CH2:24][c:23]3[c:22]([N+:32](=[O:33])[O-:34])[c:21]([O:20][CH3:19])[cH:30][cH:29][c:28]32)[cH:11][c:12]([O:16][CH3:17])[c:13]1[O:14][CH3:15]. Reactants: NC=1C=C2C(=C(N(C2=CC1)CC1=CC=CC=C1)C(=O)OCC)C1=CC=CC=C1 (ethyl 5-amino-1-benzyl-3-phenyl-1H-indole-2-carboxylate), C(C)(C)(C)C1=CC=C(C=C1)S(=O)(=O)Cl (4-tert-butylbenzene sulfonyl chloride). Reported procedure: The title compound was prepared from ethyl 5-amino-1-benzyl-3-phenyl-1H-indole-2-carboxylate and 4-tert-butylbenzene sulfonyl chloride followed the procedure of Example 1 Step 3 as a pale yellow solid: 1H NMR (DMSO-d6) δ 1.25 (s, 9H, 5.76 (s, 2H, 7.05-7.15 (m, 4H, 7.20-7.30 (m, 5H, 7.30-7.45 (m, 3H, 7.50-7.60 (m, 5H; MS (ESI) m/z 537 [M-H]−; HRMS calcd for C32H31N2O4S: 539.2002; found (ESI+): 539.1999. RXN SMILES: [NH2:1][C:2]1[CH:3]=[C:4]2[C:8](=[CH:9][CH:10]=1)[N:7]([CH2:11][C:12]1[CH:17]=[CH:16][CH:15]=[CH:14][CH:13]=1)[C:6]([C:18]([O:20]CC)=[O:19])=[C:5]2[C:23]1[CH:28]=[CH:27][CH:26]=[CH:25][CH:24]=1.[C:29]([C:33]1[CH:38]=[CH:37][C:36]([S:39](Cl)(=[O:41])=[O:40])=[CH:35][CH:34]=1)([CH3:32])([CH3:31])[CH3:30]>>[CH2:11]([N:7]1[C:8]2[C:4](=[CH:3][C:2]([NH:1][S:39]([C:36]3[CH:37]=[CH:38][C:33]([C:29]([CH3:32])([CH3:31])[CH3:30])=[CH:34][CH:35]=3)(=[O:41])=[O:40])=[CH:10][CH:9]=2)[C:5]([C:23]2[CH:28]=[CH:27][CH:26]=[CH:25][CH:24]=2)=[C:6]1[C:18]([OH:20])=[O:19])[C:12]1[CH:13]=[CH:14][CH:15]=[CH:16][CH:17]=1. The product is C(C1=CC=CC=C1)N1C(=C(C2=CC(=CC=C12)NS(=O)(=O)C1=CC=C(C=C1)C(C)(C)C)C1=CC=CC=C1)C(=O)O (1-benzyl-5-{[(4-tert-butylphenyl)sulfonyl]amino}-3-phenyl-1H-indole-2-carboxylic acid). The reactants are C1(=CC=CC=C1)NC(=S)N (phenyl thiourea), N1C=NC=C1 (imidazole), ClC1=C(C(=C(C=C1)NC(=S)NC1=C(C=CC=C1)Cl)O)S(=O)(=O)N(C)C (N-[4-chloro-2-hydroxy-3-(N″,N″-dimethylaminosulfonyl)phenyl]-N′-(2-chlorophenyl)thiourea), [Si](C)(C)(C(C)(C)C)Cl (tert-butyldimethylsilyl chloride). Yields the product ClC1=C(C(=C(C=C1)N(C(=N)NC1=C(C=CC=C1)Cl)C#N)O)S(=O)(=O)N(C)C (N-[4-Chloro-2-hydroxy-3-(N″,N″-dimethylaminosulfonyl)phenyl]-N′-(2-chlorophenyl)cyanoguanidine). The yield is 49.0%. Reaction SMILES: [C:1]1([NH:7]C(N)=S)C=CC=CC=1.[Cl:11][C:12]1[CH:17]=[CH:16][C:15]([NH:18][C:19]([NH:21][C:22]2[CH:27]=[CH:26][CH:25]=[CH:24][C:23]=2[Cl:28])=S)=[C:14]([OH:29])[C:13]=1[S:30]([N:33]([CH3:35])[CH3:34])(=[O:32])=[O:31].[Si](Cl)(C(C)(C)C)(C)C.[NH:44]1C=CN=C1>>[Cl:11][C:12]1[CH:17]=[CH:16][C:15]([N:18]([C:1]#[N:7])[C:19]([NH:21][C:22]2[CH:27]=[CH:26][CH:25]=[CH:24][C:23]=2[Cl:28])=[NH:44])=[C:14]([OH:29])[C:13]=1[S:30]([N:33]([CH3:35])[CH3:34])(=[O:32])=[O:31]. Reported procedure: Following the general procedure for protected phenyl thiourea formation outlined in example 12, N-[4-chloro-2-hydroxy-3-(N″,N″-dimethylaminosulfonyl)phenyl]-N′-(2-chlorophenyl)thiourea (500 mg, 1.19 mmol), tert-butyldimethylsilyl chloride (897 mg, 5.95 mmol) and imidazole (162 mg, 2.38 mmol) were reacted to form the desired product (311 mg, 49%). EI-MS m/z 535.32 (M+). Reactants: C(C)OC(C(C1=CC=2NC3=CC=C(C=C3C2C=C1)O)C)=O (6-hydroxy-a-methyl carbazole-2-acetic acid ethyl ester), [OH-].[K+] (potassium hydroxide), CO (methanol). Run in O (water). Yields the product OC=1C=C2C=3C=CC(=CC3NC2=CC1)C(C(=O)O)C (6-Hydroxy-a-methyl carbazole-2-acetic acid). Yield: 48.5%. Reaction SMILES: C([O:3][C:4](=[O:21])[CH:5]([CH3:20])[C:6]1[CH:18]=[CH:17][C:16]2[C:15]3[C:10](=[CH:11][CH:12]=[C:13]([OH:19])[CH:14]=3)[NH:9][C:8]=2[CH:7]=1)C.[OH-].[K+].CO>O>[OH:19][C:13]1[CH:14]=[C:15]2[C:10](=[CH:11][CH:12]=1)[NH:9][C:8]1[CH:7]=[C:6]([CH:5]([CH3:20])[C:4]([OH:21])=[O:3])[CH:18]=[CH:17][C:16]2=1 |f:1.2|. Procedure: A mixture consisting of 6-hydroxy-a-methyl carbazole-2-acetic acid ethyl ester (5.0 g, 0.021 mol), potassium hydroxide (5.0 g, 0.089 mol), methanol (300 mL), and water (20 mL) is refluxed for 15 hours. The reaction mixture is cooled concentrated and acidified with a 1:1 solution of concentrated HCl and water to pH 1. The aqueous layer is extracted with ether (4×300 mL), washed with water (200 mL), brine (200 mL), dried over MgSO4, filtered and concentrated to give 2.6 g of product as a foam.